From a dataset of the Open Reaction Database (ORD), a public repository of structured organic reaction records. describe an organic reaction: reactants, conditions, products, and yield Procedure: For (Z)-2-(3-Carboethoxyphenyl)-5-[3-(1-adamantyl)-4-methoxyphenyl]-2-pentenol (8j). A ~1:1 mixture of 7j (3:1, Z:E) and 1-(t-butyldimethylsiloxy)-2-phenyl-5-[3-(1-adamantyl)-4-t-butyldimethylsiloxyphenyl]-2-pentene (3:1, Z:E) (1.6 g) was dissolved in 30 mL of 3:1:1 acetic acid/THF/H2O, and stirred for 48 h. The solvent was removed in vacuo. The residue was purified by column chromatography on silica gel (elution with methylene chloride to 5% methanol/methylene chloride) to give 0.490 g of pure ... The solvent is C(C)(=O)O.C1CCOC1.O (acetic acid THF H2O). RXN SMILES: C(C1C=C(/C(=C/CCC2C=CC(OC)=C(C34CC5CC(CC(C5)C3)C4)C=2)/CO)C=CC=1)(OCC)=O.[O:36]([CH2:44]/[C:45](/[C:73]1[CH:78]=[CH:77][CH:76]=[C:75]([C:79]([O:81][CH2:82][CH3:83])=[O:80])[CH:74]=1)=[CH:46]\[CH2:47][CH2:48][C:49]1[CH:54]=[CH:53][C:52]([O:55][Si:56]([C:59]([CH3:62])([CH3:61])[CH3:60])([CH3:58])[CH3:57])=[C:51]([C:63]23[CH2:72][CH:67]4[CH2:68][CH:69]([CH2:71][CH:65]([CH2:66]4)[CH2:64]2)[CH2:70]3)[CH:50]=1)[Si](C(C)(C)C)(C)C.O(CC(C1C=CC=CC=1)=CCCC1C=CC(O[Si](C(C)(C)C)(C)C)=C(C23CC4CC(CC(C4)C2)C3)C=1)[Si](C(C)(C)C)(C)C>C(O)(=O)C.C1COCC1.O>[C:79]([C:75]1[CH:74]=[C:73](/[C:45](=[CH:46]/[CH2:47][CH2:48][C:49]2[CH:54]=[CH:53][C:52]([O:55][Si:56]([C:59]([CH3:60])([CH3:62])[CH3:61])([CH3:57])[CH3:58])=[C:51]([C:63]34[CH2:64][CH:65]5[CH2:66][CH:67]([CH2:68][CH:69]([CH2:71]5)[CH2:70]3)[CH2:72]4)[CH:50]=2)/[CH2:44][OH:36])[CH:78]=[CH:77][CH:76]=1)([O:81][CH2:82][CH3:83])=[O:80] |f:3.4.5|. Conditions: time 48 hour. Product: C(=O)(OCC)C=1C=C(C=CC1)/C(/CO)=C/CCC1=CC(=C(C=C1)O[Si](C)(C)C(C)(C)C)C12CC3CC(CC(C1)C3)C2 ((Z)-2-(3-carboethoxyphenyl)-5-[3-(1-adamantyl)-4-t-butyldimethylsiloxyphenyl]-2-pentenol). The reactants are C(=O)(OCC)C=1C=C(C=CC1)/C(/CO)=C/CCC1=CC(=C(C=C1)OC)C12CC3CC(CC(C1)C3)C2 ((Z)-2-(3-Carboethoxyphenyl)-5-[3-(1-adamantyl)-4-methoxyphenyl]-2-pentenol), O([Si](C)(C)C(C)(C)C)C\C(=C/CCC1=CC(=C(C=C1)O[Si](C)(C)C(C)(C)C)C12CC3CC(CC(C1)C3)C2)\C2=CC(=CC=C2)C(=O)OCC ((Z)-1-(t-Butyldimethylsiloxy)-2-(3-carboethoxyphenyl)-5-[3-(1-adamantyl)-4-t-butyldimethylsiloxyphenyl]-2-pentene), O([Si](C)(C)C(C)(C)C)CC(=CCCC1=CC(=C(C=C1)O[Si](C)(C)C(C)(C)C)C12CC3CC(CC(C1)C3)C2)C2=CC=CC=C2 (1-(t-butyldimethylsiloxy)-2-phenyl-5-[3-(1-adamantyl)-4-t-butyldimethylsiloxyphenyl]-2-pentene). Starting materials: CCO, CC(C)(C)OC(=O)N1CCC(COC(CF)c2cc(Cl)cc3cn[nH]c23)(c2ccc(F)cc2)CC1, O=C1CCC(=O)N1Cl, [Na+], [OH-]. The product is CC(C)(C)OC(=O)N1CCC(COC(CF)c2cc(Cl)cc3c(Cl)n[nH]c23)(c2ccc(F)cc2)CC1. As a reaction SMILES: [CH3:38][CH2:39][OH:40].[Cl:1][c:2]1[cH:3][c:4]2[cH:5][n:6][nH:7][c:8]2[c:9]([CH:11]([CH2:12][F:13])[O:14][CH2:15][C:16]2([c:29]3[cH:30][cH:31][c:32]([F:35])[cH:33][cH:34]3)[CH2:17][CH2:18][N:19]([C:22](=[O:23])[O:24][C:25]([CH3:26])([CH3:27])[CH3:28])[CH2:20][CH2:21]2)[cH:10]1.[Cl:41][N:42]1[C:43](=[O:44])[CH2:45][CH2:46][C:47]1=[O:48].[Na+:37].[OH-:36]>>[Cl:1][c:2]1[cH:3][c:4]2[c:5]([Cl:41])[n:6][nH:7][c:8]2[c:9]([CH:11]([CH2:12][F:13])[O:14][CH2:15][C:16]2([c:29]3[cH:30][cH:31][c:32]([F:35])[cH:33][cH:34]3)[CH2:17][CH2:18][N:19]([C:22](=[O:23])[O:24][C:25]([CH3:26])([CH3:27])[CH3:28])[CH2:20][CH2:21]2)[cH:10]1.